Dataset: the Open Reaction Database (ORD), a public repository of structured organic reaction records. Task: describe an organic reaction: reactants, conditions, products, and yield Reactants: C1(CC1)NCC=1C=C(C(=O)NC=2SC3=C(C2C(=O)NC2=CC=C(C=C2)CCC2=CC=C(C(=O)OC)C=C2)CCCC3)C=CC1 (methyl 4-{2-[4-({[2-({3-[(cyclopropylamino)methyl]benzoyl}amino)-4,5,6,7-tetrahydro-1-benzothiophen-3-yl]carbonyl}amino)phenyl]ethyl}benzoate), BrCCCC(=O)OCC (ethyl 4-bromobutyrate). The product is C1(CC1)N(CCCC(=O)OCC)CC=1C=C(C(=O)NC=2SC3=C(C2C(=O)NC2=CC=C(C=C2)CCC2=CC=C(C(=O)OC)C=C2)CCCC3)C=CC1 (methyl 4-(2-{4-[({2-[(3-{[cyclopropyl(4-ethoxy-4-oxobutyl)amino]methyl}benzoyl)amino]-4,5,6,7-tetrahydro-1-benzothiophen-3-yl}carbonyl)amino]phenyl}ethyl)benzoate). The yield is 56.4%. As a reaction SMILES: [CH:1]1([NH:4][CH2:5][C:6]2[CH:7]=[C:8]([CH:42]=[CH:43][CH:44]=2)[C:9]([NH:11][C:12]2[S:13][C:14]3[CH2:41][CH2:40][CH2:39][CH2:38][C:15]=3[C:16]=2[C:17]([NH:19][C:20]2[CH:25]=[CH:24][C:23]([CH2:26][CH2:27][C:28]3[CH:37]=[CH:36][C:31]([C:32]([O:34][CH3:35])=[O:33])=[CH:30][CH:29]=3)=[CH:22][CH:21]=2)=[O:18])=[O:10])[CH2:3][CH2:2]1.Br[CH2:46][CH2:47][CH2:48][C:49]([O:51][CH2:52][CH3:53])=[O:50]>>[CH:1]1([N:4]([CH2:5][C:6]2[CH:7]=[C:8]([CH:42]=[CH:43][CH:44]=2)[C:9]([NH:11][C:12]2[S:13][C:14]3[CH2:41][CH2:40][CH2:39][CH2:38][C:15]=3[C:16]=2[C:17]([NH:19][C:20]2[CH:25]=[CH:24][C:23]([CH2:26][CH2:27][C:28]3[CH:29]=[CH:30][C:31]([C:32]([O:34][CH3:35])=[O:33])=[CH:36][CH:37]=3)=[CH:22][CH:21]=2)=[O:18])=[O:10])[CH2:46][CH2:47][CH2:48][C:49]([O:51][CH2:52][CH3:53])=[O:50])[CH2:3][CH2:2]1. Reported procedure: By using 300 mg of methyl 4-{2-[4-({[2-({3-[(cyclopropylamino)methyl]benzoyl}amino)-4,5,6,7-tetrahydro-1-benzothiophen-3-yl]carbonyl}amino)phenyl]ethyl}benzoate and 289 mg of ethyl 4-bromobutyrate, the reaction similar to Preparation Example 30 was performed, thereby obtaining 201 mg of methyl 4-(2-{4-[({2-[(3-{[cyclopropyl(4-ethoxy-4-oxobutyl)amino]methyl}benzoyl)amino]-4,5,6,7-tetrahydro-1-benzothiophen-3-yl}carbonyl)amino]phenyl}ethyl)benzoate. Starting materials: N1C(C(C2=CC=CC=C12)=O)=O (1H-Indole-2,3-dione), [H-].[Na+] (sodium hydride), ClCCN1CCN(CC1)CC1CCCCC1 (1-(2-chloroethyl)-4-(cyclohexylmethyl)piperazine). The solvent is CN(C)C=O (DMF), CN(C)C=O (DMF). Conditions: temperature 80 celsius. The product is Cl.Cl.C1(CCCCC1)CN1CCN(CC1)CCN1C(C(C2=CC=CC=C12)=O)=O (1-[2-[4-(cyclohexylmethyl)-1-piperazinyl]ethyl]-1H-indole-2,3-dione dihydrochloride). Reaction SMILES: [NH:1]1[C:9]2[C:4](=[CH:5][CH:6]=[CH:7][CH:8]=2)[C:3](=[O:10])[C:2]1=[O:11].[H-].[Na+].[Cl:14][CH2:15][CH2:16][N:17]1[CH2:22][CH2:21][N:20]([CH2:23][CH:24]2[CH2:29][CH2:28][CH2:27][CH2:26][CH2:25]2)[CH2:19][CH2:18]1>CN(C=O)C>[ClH:14].[ClH:14].[CH:24]1([CH2:23][N:20]2[CH2:21][CH2:22][N:17]([CH2:16][CH2:15][N:1]3[C:9]4[C:4](=[CH:5][CH:6]=[CH:7][CH:8]=4)[C:3](=[O:10])[C:2]3=[O:11])[CH2:18][CH2:19]2)[CH2:25][CH2:26][CH2:27][CH2:28][CH2:29]1 |f:1.2,5.6.7|. Procedure: 1H-Indole-2,3-dione (2.4 g) in dry DMF (8 ml) at 0° C. was treated with sodium hydride (80% dispersion in mineral oil, 500 mg). The mixture was allowed to warm to room temperature and after 30 minutes 1-(2-chloroethyl)-4-(cyclohexylmethyl)piperazine (4 g) in dry DMF (8 ml) was added. The mixture was heated at 80° C. for 1.5 hours and then evaporated under reduced pressure. The residue was purified by flash chromatography on silica gel and then treated with ethanolic HCl to give 1-[2-[4-(cyclohex... RXN SMILES: Br[C:2]1[CH:7]=[CH:6][CH:5]=[C:4](Br)[C:3]=1[Br:9].[CH3:10][C:11]([CH3:17])=[C:12]1[CH:16]=[CH:15][CH:14]=[CH:13]1.C([Li])CCC.[Cl-].[NH4+]>C1(C)C=CC=CC=1>[Br:9][C:3]1[CH:2]=[CH:7][CH:6]=[C:5]2[C:4]=1[CH:13]1[C:12](=[C:11]([CH3:17])[CH3:10])[CH:16]2[CH:15]=[CH:14]1 |f:3.4|. The solvent is C1(=CC=CC=C1)C (toluene), C1(=CC=CC=C1)C (toluene). Run at time 10 minute. The product is BrC1=C2C3C=CC(C2=CC=C1)C3=C(C)C (5-bromo-9-isopropylidene-1,4-dihydro-1,4-methano-naphthalene). The yield is 66.0%. The reactants are [Cl-].[NH4+] (ammonium chloride), BrC1=C(C(=CC=C1)Br)Br (1,2,3-tribromo-benzene), CC(=C1C=CC=C1)C (6,6-dimethylfulvene), C(CCC)[Li] (n-butyllithium). Reported procedure: To a stirred solution of 1,2,3-tribromo-benzene (4.34 g, 13.8 mmol) and 6,6-dimethylfulvene (2.38 g, assay 92.6%, 20.7 mmol) in dry toluene (60 ml) under a nitrogen atmosphere, 5.5 ml of a 2.5M toluene solution of n-butyllithium (14.5 mmol) were added dropwise at −5 to 0° C. within 10 minutes. After a further 10 minutes at 0° C. and 2 hours at ambient temperature, the reaction mixture was poured onto a saturated aqueous solution of ammonium chloride, extracted with ethyl acetate, washed with bri... The reactants are C(C)N(C1=NN2C(C=C(C=C2)NC(=O)C2=C(C=NN2C)C(=O)O)=N1)C (5-(2-(ethyl(methyl)amino)-[1,2,4]triazolo[1,5-a]pyridin-7-ylcarbamoyl)-1-methyl-1H-pyrazole-4-carboxylic acid), N1CCC1 (azetidine), CCCP(=O)=O (propylphosphonic anhydride), C(C)(C)N(C(C)C)CC (N,N-diisopropylethylamine). The solvent is O1CCCC1 (tetrahydrofuran). The product is C(C)N(C1=NN2C(C=C(C=C2)NC(=O)C=2N(N=CC2C(=O)N2CCC2)C)=N1)C (4-(azetidine-1-carbonyl)-2-methyl-2H-pyrazole-3-carboxylic acid [2-(ethyl-methylamino)-[1,2,4]triazolo[1,5-a]pyridin-7-yl]-amide). Yield: 94.2%. RXN SMILES: [CH2:1]([N:3]([CH3:25])[C:4]1[N:24]=[C:7]2[CH:8]=[C:9]([NH:12][C:13]([C:15]3[N:19]([CH3:20])[N:18]=[CH:17][C:16]=3[C:21]([OH:23])=O)=[O:14])[CH:10]=[CH:11][N:6]2[N:5]=1)[CH3:2].[NH:26]1[CH2:29][CH2:28][CH2:27]1.CCCP(=O)=O.C(N(CC)C(C)C)(C)C>O1CCCC1>[CH2:1]([N:3]([CH3:25])[C:4]1[N:24]=[C:7]2[CH:8]=[C:9]([NH:12][C:13]([C:15]3[N:19]([CH3:20])[N:18]=[CH:17][C:16]=3[C:21]([N:26]3[CH2:29][CH2:28][CH2:27]3)=[O:23])=[O:14])[CH:10]=[CH:11][N:6]2[N:5]=1)[CH3:2]. Reported procedure: A mixture of 5-(2-(ethyl(methyl)amino)-[1,2,4]triazolo[1,5-a]pyridin-7-ylcarbamoyl)-1-methyl-1H-pyrazole-4-carboxylic acid (144 mg, 419 μmol), azetidine (84.8 μl, 1.26 mmol), propylphosphonic anhydride (50% in ethyl acetate, 618 μl, 1.05 mmol) and N,N-diisopropylethylamine (214 μl, 1.26 mmol) in tetrahydrofuran (7 ml) was refluxed for 2.5 days (weekend). The solvent was evaporated, the residue was triturated with sodium hydrogencarbonate solution. The precipitated solid was filtered off, washed ... Starting materials: C(C)NC(OCCOC1=CC=C(C=C1)OC(CC)C)=O (O-2-[4-(1-methylpropoxy)phenoxy]ethyl N-ethylcarbamate), N1=CC=CC=C1 (pyridine), C1(=CC=CC=C1)SCl (phenylsulfenyl chloride), ice water. The solvent is C(Cl)Cl (methylene chloride). Reaction conditions: time 2 hour. Yields the product C(C)N(C(OCCOC1=CC=C(C=C1)OC(CC)C)=O)SC1=CC=CC=C1 (O-2-[4-(1-methylpropoxy)phenoxy]ethyl N-ethyl-N-phenylsulfenylcarbamate), compound 23. RXN SMILES: [CH2:1]([NH:3][C:4](=[O:20])[O:5][CH2:6][CH2:7][O:8][C:9]1[CH:14]=[CH:13][C:12]([O:15][CH:16]([CH3:19])[CH2:17][CH3:18])=[CH:11][CH:10]=1)[CH3:2].N1C=CC=CC=1.[C:27]1([S:33]Cl)[CH:32]=[CH:31][CH:30]=[CH:29][CH:28]=1>C(Cl)Cl>[CH2:1]([N:3]([S:33][C:27]1[CH:32]=[CH:31][CH:30]=[CH:29][CH:28]=1)[C:4](=[O:20])[O:5][CH2:6][CH2:7][O:8][C:9]1[CH:10]=[CH:11][C:12]([O:15][CH:16]([CH3:19])[CH2:17][CH3:18])=[CH:13][CH:14]=1)[CH3:2]. Procedure: To O-2-[4-(1-methylpropoxy)phenoxy]ethyl N-ethylcarbamate (1.50 g, 5.34 mmol) and pyridine (1 ml, 11.75 mmol) in 20 ml of methylene chloride at RT is added phenylsulfenyl chloride (1.54 g, 10.70 mmol). The reaction mixture is stirred for 2 hours, after which it is poured into ice water and extracted with ether. The combined organic layers are washed with 10% HCl, with water until neutral and with brine and dried. After filtration and removal of the solvent, the product is purified by prep. TLC t... Reactants: C, COP(=O)(CC(NC(=O)OCc1ccccc1)C(=O)Nc1ccc(N2CCOCC2=O)cc1)OC, CO, [H][H], [Pd]. Product: COP(=O)(CC(N)C(=O)Nc1ccc(N2CCOCC2=O)cc1)OC. As a reaction SMILES: [C:38].[CH2:1]([O:2][C:3](=[O:4])[NH:11][CH:12]([C:13](=[O:14])[NH:15][c:16]1[cH:17][cH:18][c:19]([N:22]2[C:23](=[O:28])[CH2:24][O:25][CH2:26][CH2:27]2)[cH:20][cH:21]1)[CH2:29][P:30](=[O:31])([O:32][CH3:33])[O:34][CH3:35])[c:5]1[cH:6][cH:7][cH:8][cH:9][cH:10]1.[CH3:40][OH:41].[H:36][H:37].[Pd:39]>>[NH2:11][CH:12]([C:13](=[O:14])[NH:15][c:16]1[cH:17][cH:18][c:19]([N:22]2[C:23](=[O:28])[CH2:24][O:25][CH2:26][CH2:27]2)[cH:20][cH:21]1)[CH2:29][P:30](=[O:31])([O:32][CH3:33])[O:34][CH3:35].